Dataset: the Open Reaction Database (ORD), a public repository of structured organic reaction records. Task: describe an organic reaction: reactants, conditions, products, and yield Starting materials: C(C(C)(C)C)C1=CC=CC=C1 (neopentylbenzene), C1(C=2C(C(=O)O1)=CC=CC2)=O (phthalic anhydride). Product: C(C(C)(C)C)C1=CC=C(C(=O)C2=C(C(=O)O)C=CC=C2)C=C1 (2-(4-neopentylbenzoyl)-benzoic acid). As a reaction SMILES: [CH2:1]([C:6]1[CH:11]=[CH:10][CH:9]=[CH:8][CH:7]=1)[C:2]([CH3:5])([CH3:4])[CH3:3].[C:12]1(=[O:22])[O:17][C:15](=[O:16])[C:14]2=[CH:18][CH:19]=[CH:20][CH:21]=[C:13]12>>[CH2:1]([C:6]1[CH:7]=[CH:8][C:9]([C:12]([C:13]2[CH:21]=[CH:20][CH:19]=[CH:18][C:14]=2[C:15]([OH:17])=[O:16])=[O:22])=[CH:10][CH:11]=1)[C:2]([CH3:5])([CH3:4])[CH3:3]. Procedure: In the novel process, neopentylbenzene (1) is acylated in a first step with phthalic anhydride (2) under Friedel-Crafts conditions to give 2-(4-neopentylbenzoyl)-benzoic acid (3). ##STR3## Reactants: CC(=O)[O-], CC(=O)[O-], Cc1ccccc1-c1ccccc1P(C1CCCCC1)C1CCCCC1, O=S(=O)(c1ccc2cc(Cl)ccc2n1)c1ccccc1CO, OB(O)c1ccc(F)cc1F, [K+], [K+], [K+], [Na+], [OH-], O=P([O-])([O-])[O-], [Pd+2]. Product: O=S(=O)(c1ccc2cc(-c3ccc(F)cc3F)ccc2n1)c1ccccc1CO. RXN SMILES: [C:70]([O-:71])(=[O:72])[CH3:73].[C:75]([O-:76])(=[O:77])[CH3:78].[CH:34]1([P:35]([CH:36]2[CH2:37][CH2:38][CH2:39][CH2:40][CH2:41]2)[c:42]2[cH:43][cH:44][cH:45][cH:46][c:47]2-[c:48]2[cH:49][cH:50][cH:51][cH:52][c:53]2[CH3:54])[CH2:55][CH2:56][CH2:57][CH2:58][CH2:59]1.[Cl:1][c:2]1[cH:3][c:4]2[cH:5][cH:6][c:7]([S:12](=[O:13])(=[O:14])[c:15]3[c:16]([CH2:21][OH:22])[cH:17][cH:18][cH:19][cH:20]3)[n:8][c:9]2[cH:10][cH:11]1.[F:23][c:24]1[c:25]([B:31]([OH:32])[OH:33])[cH:26][cH:27][c:28]([F:30])[cH:29]1.[K+:65].[K+:66].[K+:67].[Na+:69].[OH-:68].[P:60]([O-:61])([O-:62])([O-:63])=[O:64].[Pd+2:74]>>[c:2]1(-[c:25]2[c:24]([F:23])[cH:29][c:28]([F:30])[cH:27][cH:26]2)[cH:3][c:4]2[cH:5][cH:6][c:7]([S:12](=[O:13])(=[O:14])[c:15]3[c:16]([CH2:21][OH:22])[cH:17][cH:18][cH:19][cH:20]3)[n:8][c:9]2[cH:10][cH:11]1. Reactants: ClC1=NC(=NC(=N1)Cl)N1CCOCC1 (2,4-dichloro-6-morpholin-4-yl-1,3,5-triazine), trans-benzyl-(chloro)-bis-(triphenylphosphine)palladium(II), COC=1C=C(C=CC1OC)CCCI (3-(3,4-dimethoxyphenyl)-propyl iodide). Reagents/catalysts: [Zn] (zinc). Solvent: C1CCOC1 (THF). Reaction conditions: time 8 hour. Yields the product ClC1=NC(=NC(=N1)N1CCOCC1)CCCC1=CC(=C(C=C1)OC)OC (4-chloro-2-[3-(3,4-dimethoxyphenyl)propyl]-6-morpholin-4-yl-1,3,5-triazine). Reaction SMILES: [CH3:1][O:2][C:3]1[CH:4]=[C:5]([CH2:11][CH2:12][CH2:13]I)[CH:6]=[CH:7][C:8]=1[O:9][CH3:10].[Cl:15][C:16]1[N:21]=[C:20](Cl)[N:19]=[C:18]([N:23]2[CH2:28][CH2:27][O:26][CH2:25][CH2:24]2)[N:17]=1>C1COCC1.[Zn]>[Cl:15][C:16]1[N:17]=[C:18]([N:23]2[CH2:24][CH2:25][O:26][CH2:27][CH2:28]2)[N:19]=[C:20]([CH2:13][CH2:12][CH2:11][C:5]2[CH:6]=[CH:7][C:8]([O:9][CH3:10])=[C:3]([O:2][CH3:1])[CH:4]=2)[N:21]=1. Procedure details: To a solution of 3-(3,4-dimethoxyphenyl)-propyl iodide (1.224 g, 4.00 mmol, 1.00 equiv.) in 20 mL dry THF was added highly active zinc (suspension in THF, Rieke metal from Aldrich, 5.2 mL 0.05 g/mL, 4.00 mmol, 1.00 equiv.). The mixture was stirred at room temperature overnight. 2,4-dichloro-6-morpholin-4-yl-1,3,5-triazine (0.936 g, 4.0 mmol, 1.00 equiv.) and trans-benzyl-(chloro)-bis-(triphenylphosphine)palladium(II) (0.03 g, 0.04 mmol, 0.01 equiv.) were added, and the reaction mixture was stirr... The reactants are O=C([O-])[O-], c1ccc(CN2CCNCC2)cc1, CS(C)=O, Fc1nc(F)c(F)c(F)c1F, [K+], [K+]. Product: Fc1nc(F)c(F)c(N2CCN(Cc3ccccc3)CC2)c1F. As a reaction SMILES: [C:25](=[O:26])([O-:27])[O-:28].[CH2:12]([c:13]1[cH:14][cH:15][cH:16][cH:17][cH:18]1)[N:19]1[CH2:20][CH2:21][NH:22][CH2:23][CH2:24]1.[CH3:31][S:32]([CH3:33])=[O:34].[F:1][c:2]1[c:3]([F:11])[c:4]([F:10])[c:5]([F:9])[c:6]([F:8])[n:7]1.[K+:29].[K+:30]>>[F:1][c:2]1[c:3]([F:11])[c:4]([N:22]2[CH2:21][CH2:20][N:19]([CH2:12][c:13]3[cH:14][cH:15][cH:16][cH:17][cH:18]3)[CH2:24][CH2:23]2)[c:5]([F:9])[c:6]([F:8])[n:7]1.